This data is from the Open Reaction Database (ORD), a public repository of structured organic reaction records. The task is: describe an organic reaction: reactants, conditions, products, and yield Reactants: O=C1CCC(=O)N1Br, CC(C)OC(=O)NCCSc1cccc2nccn12, ClC(Cl)Cl. Yields the product CC(C)OC(=O)NCCSc1cccc2ncc(Br)n12. Reaction SMILES: [Br:20][N:21]1[C:22](=[O:23])[CH2:24][CH2:25][C:26]1=[O:27].[CH:1]([CH3:2])([CH3:3])[O:4][C:5](=[O:6])[NH:7][CH2:8][CH2:9][S:10][c:11]1[cH:12][cH:13][cH:14][c:15]2[n:16]1[cH:17][cH:18][n:19]2.[CH:28]([Cl:29])([Cl:30])[Cl:31]>>[CH:1]([CH3:2])([CH3:3])[O:4][C:5](=[O:6])[NH:7][CH2:8][CH2:9][S:10][c:11]1[cH:12][cH:13][cH:14][c:15]2[n:16]1[c:17]([Br:20])[cH:18][n:19]2. Starting materials: C#Cc1cccnc1, C1CCOC1, CCCC[SnH](CCCC)CCCC, CC(C)(C#N)N=NC(C)(C)C#N. Yields the product CCCC[Sn](C=Cc1cccnc1)(CCCC)CCCC. Reaction SMILES: [C:1](#[CH:2])[c:3]1[cH:4][n:5][cH:6][cH:7][cH:8]1.[CH2:34]1[O:35][CH2:36][CH2:37][CH2:38]1.[CH2:9]([CH2:10][CH2:11][CH3:12])[SnH:13]([CH2:14][CH2:15][CH2:16][CH3:17])[CH2:18][CH2:19][CH2:20][CH3:21].[N:22]#[C:23][C:24]([N:25]=[N:26][C:27]([C:28]#[N:29])([CH3:30])[CH3:31])([CH3:32])[CH3:33]>>[CH:1](=[CH:2][Sn:13]([CH2:9][CH2:10][CH2:11][CH3:12])([CH2:14][CH2:15][CH2:16][CH3:17])[CH2:18][CH2:19][CH2:20][CH3:21])[c:3]1[cH:4][n:5][cH:6][cH:7][cH:8]1. Reactants: CCOC(=O)CCc1c[nH]nc1OCC, CN(C)C=O, ClCc1ccc(OCc2ccc3ccccc3n2)nc1, [H-], [Na+], O. Product: CCOC(=O)CCc1cn(Cc2ccc(OCc3ccc4ccccc4n3)nc2)nc1OCC. Reaction SMILES: [CH2:23]([CH3:24])[O:25][c:26]1[n:27][nH:28][cH:29][c:30]1[CH2:31][CH2:32][C:33](=[O:34])[O:35][CH2:36][CH3:37].[CH3:39][N:40]([CH3:41])[CH:42]=[O:43].[Cl:3][CH2:4][c:5]1[cH:6][cH:7][c:8]([O:11][CH2:12][c:13]2[n:14][c:15]3[cH:16][cH:17][cH:18][cH:19][c:20]3[cH:21][cH:22]2)[n:9][cH:10]1.[H-:1].[Na+:2].[OH2:38]>>[CH2:4]([c:5]1[cH:6][cH:7][c:8]([O:11][CH2:12][c:13]2[n:14][c:15]3[cH:16][cH:17][cH:18][cH:19][c:20]3[cH:21][cH:22]2)[n:9][cH:10]1)[n:28]1[n:27][c:26]([O:25][CH2:23][CH3:24])[c:30]([CH2:31][CH2:32][C:33](=[O:34])[O:35][CH2:36][CH3:37])[cH:29]1. Reactants: C(CCO)O (trimethylene glycol), C(CCCCCCCCCCCCC)Br (tetradecyl bromide), O (water), [OH-].[K+] (potassium hydroxide). Run in mixture, CS(=O)C.O1CCCC1 (dimethylsulfoxide tetrahydrofuran). Conditions: time 1 hour. The product is C(CCCCCCCCCCCCC)OCCCO (3-Tetradecyloxypropanol). The yield is 34.6%. Reaction SMILES: [CH2:1]([OH:5])[CH2:2][CH2:3][OH:4].[CH2:6](Br)[CH2:7][CH2:8][CH2:9][CH2:10][CH2:11][CH2:12][CH2:13][CH2:14][CH2:15][CH2:16][CH2:17][CH2:18][CH3:19].[OH-].[K+].O>CS(C)=O.O1CCCC1>[CH2:19]([O:4][CH2:3][CH2:2][CH2:1][OH:5])[CH2:18][CH2:17][CH2:16][CH2:15][CH2:14][CH2:13][CH2:12][CH2:11][CH2:10][CH2:9][CH2:8][CH2:7][CH3:6] |f:2.3,5.6|. Reported procedure: In 70 ml of a mixture of dimethylsulfoxide-tetrahydrofuran (1:1) are dissolved 12.3 g of trimethylene glycol and 15 g of tetradecyl bromide. To the solution is added 12 g of powdery potassium hydroxide. The mixture is vigorously stirred for one hour at a room temperature, which is refluxed under heating for two hours. The reaction mixture is poured into 400 ml of cold water, which is neutralized and subjected to extraction with ethyl acetate, then washed with water and dried. The resultant is co... The reactants are C([O-])([O-])=O.[K+].[K+] (potassium carbonate), ClC1=NC=CC=C1Cl (2,3-dichloropyridine), BrC1=NNC=C1 (3-bromopyrazole), BrC1=NNC=C1 (3-bromopyrazole), ice water. Run in CN(C=O)C (N,N-dimethylformamide). Reaction conditions: temperature 125 celsius, time 1.5 hour. Yields the product BrC1=NN(C=C1)C1=NC=CC=C1Cl (2-(3-bromo-1H-pyrazol-1-yl)-3-chloropyridine). As a reaction SMILES: Cl[C:2]1[C:7]([Cl:8])=[CH:6][CH:5]=[CH:4][N:3]=1.[Br:9][C:10]1[CH:14]=[CH:13][NH:12][N:11]=1.C(=O)([O-])[O-].[K+].[K+]>CN(C)C=O>[Br:9][C:10]1[CH:14]=[CH:13][N:12]([C:2]2[C:7]([Cl:8])=[CH:6][CH:5]=[CH:4][N:3]=2)[N:11]=1 |f:2.3.4|. Reported procedure: To a mixture of 2,3-dichloropyridine (27.4 g, 185 mmol) and 3-bromopyrazole (i.e. the product of Step B) (25.4 g, 176 mmol) in dry N,N-dimethylformamide (88 mL) was added potassium carbonate (48.6 g, 352 mmol), and the reaction mixture was heated to 125° C. for 18 hours. The reaction mixture was cooled to room temperature and poured into ice water (800 mL). A precipitate formed. The precipitated solids were stirred for 1.5 hrs, filtered and washed with water (2×100 mL). The solid filter cake was...